Dataset: the Open Reaction Database (ORD), a public repository of structured organic reaction records. Task: describe an organic reaction: reactants, conditions, products, and yield Starting materials: C(C1=CC=CC=C1)(=O)NC(=S)NC1=C(C(=O)NC)C=CC=C1 (2-[[(benzoylamino)thioxomethyl]amino]-N-methylbenzamide), [OH-].[Na+] (sodium hydroxide), CI (methyl iodide). The solvent is O (water), CN(C=O)C (N,N-dimethylformamide). Conditions: time 30 minute. Product: C(C1=CC=CC=C1)(=O)NC(=NC1=C(C=CC=C1)C(=O)NC)SC (N-benzoyl-N'-(2-methylaminocarbonylphenyl)carbamimidothioic acid, methyl ester). RXN SMILES: [C:1]([NH:9][C:10]([NH:12][C:13]1[CH:22]=[CH:21][CH:20]=[CH:19][C:14]=1[C:15]([NH:17][CH3:18])=[O:16])=[S:11])(=[O:8])[C:2]1[CH:7]=[CH:6][CH:5]=[CH:4][CH:3]=1.[OH-].[Na+].[CH3:25]I>CN(C)C=O.O>[C:1]([NH:9][C:10]([S:11][CH3:25])=[N:12][C:13]1[CH:22]=[CH:21][CH:20]=[CH:19][C:14]=1[C:15]([NH:17][CH3:18])=[O:16])(=[O:8])[C:2]1[CH:3]=[CH:4][CH:5]=[CH:6][CH:7]=1 |f:1.2|. Procedure: To 0.10 g of 2-[[(benzoylamino)thioxomethyl]amino]-N-methylbenzamide in 2.0 ml of N,N-dimethylformamide was added 0.35 ml of 1N sodium hydroxide at 0° C., followed by 0.04 ml of methyl iodide. The solution was stirred and allowed to reach room temperature over 30 minutes. This was diluted with water to give 0.074 g of N-benzoyl-N'-(2-methylaminocarbonylphenyl)carbamimidothioic acid, methyl ester as colorless crystals, mp 193°-195° C. This compound was reacted with sodium hydride in tetrahydrofur... Reactants: B, C1CCOC1, CC1Cc2ccsc2C(C)N1CCNC(=O)c1ccc([N+](=O)[O-])cc1, Cl. Yields the product CC1Cc2ccsc2C(C)N1CCNCc1ccc([N+](=O)[O-])cc1. As a reaction SMILES: [BH3:1].[CH2:2]1[O:3][CH2:4][CH2:5][CH2:6]1.[CH3:8][CH:9]1[CH2:10][c:11]2[c:12]([s:30][cH:31][cH:32]2)[CH:13]([CH3:29])[N:14]1[CH2:15][CH2:16][NH:17][C:18]([c:19]1[cH:20][cH:21][c:22]([N+:25](=[O:26])[O-:27])[cH:23][cH:24]1)=[O:28].[ClH:7]>>[CH3:8][CH:9]1[CH2:10][c:11]2[c:12]([s:30][cH:31][cH:32]2)[CH:13]([CH3:29])[N:14]1[CH2:15][CH2:16][NH:17][CH2:18][c:19]1[cH:20][cH:21][c:22]([N+:25](=[O:26])[O-:27])[cH:23][cH:24]1. The reactants are C(C)C1C(CC(C(C(OC(C2CCCCN2C(C(C2(C(CC(C(C(CC(CC(=C1)C)C)OC)O2)OC)C)O)=O)=O)=O)C(=CC2CC(C(CC2)=O)OC)C)C)O[Si](C(C)C)(C(C)C)C(C)C)=O (17-Ethyl-1-hydroxy-12-[2'-(3"-methoxy-4"-oxocyclohexyl)-1'-methylvinyl]-14-triisopropylsilyloxy-23,25-dimethoxy-13,19,21,27-tetramethyl-11,28-dioxa-4-azatricyclo[22.3.1.04,9 ]octacos-18-ene-2,3,10,16-tetraone), acid. Run in C(C)#N (acetonitrile). Run at time 4 hour. Yields the product C(C)C1C(CC(C(C(OC(C2CCCCN2C(C(C2(C(CC(C(C(CC(CC(=C1)C)C)OC)O2)OC)C)O)=O)=O)=O)C(=CC2CC(C(CC2)=O)OC)C)C)O)=O (17-Ethyl-1,14-dihydroxy-12-[2'-(3"-methoxy-4"-oxocyclohexyl)-1'-methylvinyl]-23,25-dimethoxy-13,19,21,27-tetramethyl-11,28-dioxa-4-azatricyclo[22.3.1.04,9 ]-octacos-18-ene-2,3,10,16-tetraone). The yield is 82.6%. As a reaction SMILES: [CH2:1]([CH:3]1[CH:29]=[C:28]([CH3:30])[CH2:27][CH:26]([CH3:31])[CH2:25][CH:24]([O:32][CH3:33])[CH:23]2[O:34][C:19]([OH:38])([CH:20]([CH3:37])[CH2:21][CH:22]2[O:35][CH3:36])[C:18](=[O:39])[C:17](=[O:40])[N:16]2[CH:11]([CH2:12][CH2:13][CH2:14][CH2:15]2)[C:10](=[O:41])[O:9][CH:8]([C:42]([CH3:53])=[CH:43][CH:44]2[CH2:49][CH2:48][C:47](=[O:50])[CH:46]([O:51][CH3:52])[CH2:45]2)[CH:7]([CH3:54])[CH:6]([O:55][Si](C(C)C)(C(C)C)C(C)C)[CH2:5][C:4]1=[O:66])[CH3:2]>C(#N)C>[CH2:1]([CH:3]1[CH:29]=[C:28]([CH3:30])[CH2:27][CH:26]([CH3:31])[CH2:25][CH:24]([O:32][CH3:33])[CH:23]2[O:34][C:19]([OH:38])([CH:20]([CH3:37])[CH2:21][CH:22]2[O:35][CH3:36])[C:18](=[O:39])[C:17](=[O:40])[N:16]2[CH:11]([CH2:12][CH2:13][CH2:14][CH2:15]2)[C:10](=[O:41])[O:9][CH:8]([C:42]([CH3:53])=[CH:43][CH:44]2[CH2:49][CH2:48][C:47](=[O:50])[CH:46]([O:51][CH3:52])[CH2:45]2)[CH:7]([CH3:54])[CH:6]([OH:55])[CH2:5][C:4]1=[O:66])[CH3:2]. Reported procedure: To a stirred solution of 17-ethyl-1-hydroxy-12-[2'-(3"-methoxy-4"-oxocyclohexyl)-1'-methylvinyl]-14-triisopropylsilyloxy-23,25-dimethoxy-13,19,21,27-tetramethyl-11,28-dioxa-4-azatricyclo[22.3.1.04,9 ]-octacos-18-ene-2,3,10,16-tetraone from Example 19 (870 mg) in acetonitrile (20 ml) was added hydrofluroic acid (48%, 1 ml) at room temperature. The reaction progress was monitored by tlc analysis and after 4 hr. the reaction mixture was quenched with sat'd aqueous sodium bicarbonate. The organic la... The reactants are C(C)(C)(C)OC(=O)N1[C@@H](C[C@@H](C1)NC(=O)OCC1C2=CC=CC=C2C=2C=CC=CC12)C(=O)OCC1=CC=CC=C1 ((2S,4S)-4-(9H-fluoren-9-ylmethoxycarbonylamino)-pyrrolidine-1,2-dicarboxylic acid 2-benzyl ester 1-tert-butyl ester), C(=O)(C(F)(F)F)O.C(Cl)Cl (TFA DCM). Run at time 2 hour. Product: FC(C(=O)O)(F)F.C(C1=CC=CC=C1)OC(=O)[C@H]1NC[C@H](C1)NC(=O)OCC1C2=CC=CC=C2C=2C=CC=CC12 ((2S,4S)-4-(9H-Fluoren-9-ylmethoxycarbonylamino)-pyrrolidine-2-carboxylic acid benzyl ester trifluoroacetate). As a reaction SMILES: C(OC([N:8]1[CH2:12][C@@H:11]([NH:13][C:14]([O:16][CH2:17][CH:18]2[C:30]3[CH:29]=[CH:28][CH:27]=[CH:26][C:25]=3[C:24]3[C:19]2=[CH:20][CH:21]=[CH:22][CH:23]=3)=[O:15])[CH2:10][C@H:9]1[C:31]([O:33][CH2:34][C:35]1[CH:40]=[CH:39][CH:38]=[CH:37][CH:36]=1)=[O:32])=O)(C)(C)C.[C:41]([OH:47])([C:43]([F:46])([F:45])[F:44])=[O:42].C(Cl)Cl>>[F:44][C:43]([F:46])([F:45])[C:41]([OH:47])=[O:42].[CH2:34]([O:33][C:31]([C@@H:9]1[CH2:10][C@H:11]([NH:13][C:14]([O:16][CH2:17][CH:18]2[C:30]3[CH:29]=[CH:28][CH:27]=[CH:26][C:25]=3[C:24]3[C:19]2=[CH:20][CH:21]=[CH:22][CH:23]=3)=[O:15])[CH2:12][NH:8]1)=[O:32])[C:35]1[CH:36]=[CH:37][CH:38]=[CH:39][CH:40]=1 |f:1.2,3.4|. Procedure: A mixture of 20 mL TFA/DCM (1:1) at 0° C. was added to (2S,4S)-4-(9H-fluoren-9-ylmethoxycarbonylamino)-pyrrolidine-1,2-dicarboxylic acid 2-benzyl ester 1-tert-butyl ester (0.92 g, 0.17 mmol) at 0° C., the cooling bath was removed and the mixture stirred for 2 h. The mixture was concentrated and triturated with diethyl ether to give (2S,4S)-4-(9H-Fluoren-9-ylmethoxycarbonylamino)-pyrrolidine-2-carboxylic acid benzyl ester trifluoroacetate (0.94 g) as a white solid. The reactants are ClC=1C=CC=C2C(=NN(C12)C(C)C)C1=CC=C(C=C1)OC (7-chloro-1-isopropyl-3-(4-methoxyphenyl)-1H-indazole), B(Br)(Br)Br (boron tribromide), C1=CCCCC1 (cyclohexene). The product is ClC=1C=CC=C2C(=NN(C12)C(C)C)C1=CC=C(C=C1)O (4-(7-chloro-1-isopropyl-1H-indazol-3-yl)phenol). Yield: 29.1%. As a reaction SMILES: [Cl:1][C:2]1[CH:3]=[CH:4][CH:5]=[C:6]2[C:10]=1[N:9]([CH:11]([CH3:13])[CH3:12])[N:8]=[C:7]2[C:14]1[CH:19]=[CH:18][C:17]([O:20]C)=[CH:16][CH:15]=1.B(Br)(Br)Br.C1CCCCC=1>>[Cl:1][C:2]1[CH:3]=[CH:4][CH:5]=[C:6]2[C:10]=1[N:9]([CH:11]([CH3:12])[CH3:13])[N:8]=[C:7]2[C:14]1[CH:15]=[CH:16][C:17]([OH:20])=[CH:18][CH:19]=1. Procedure: Prepared according to Method D step C from 7-chloro-1-isopropyl-3-(4-methoxyphenyl)-1H-indazole (0.093 g, 0.30 mmol), boron tribromide (0.094 mL, 1.0 mmol) and 0.3 mL of cyclohexene to give the product (0.025 g) as an off-white solid. Starting materials: FC1=CC2=C(C(=NO2)C2CCNCC2)C=C1 (6-fluoro-3-(4-piperidinyl)-1,2-benzisoxazole), C(=O)([O-])[O-].[K+].[K+] (K2CO3), BrCCCOC1=C(C=C(C=C1)CC(CCC)=O)OC (1-[4-(3-bromopropoxy)-3-methoxyphenyl]pentanone), C(C)#N (acetonitrile). Product: FC1=CC2=C(C(=NO2)C2CCN(CC2)CCCOC2=C(C=C(C=C2)CC(CCC)=O)OC)C=C1 (1-[4-[3-[4-(6-fluoro-1,2-benzisoxazol-3-yl)-1-piperidinyl]propoxy]-3-methoxyphenyl]-pentanone). RXN SMILES: [F:1][C:2]1[CH:16]=[CH:15][C:5]2[C:6]([CH:9]3[CH2:14][CH2:13][NH:12][CH2:11][CH2:10]3)=[N:7][O:8][C:4]=2[CH:3]=1.C([O-])([O-])=O.[K+].[K+].Br[CH2:24][CH2:25][CH2:26][O:27][C:28]1[CH:33]=[CH:32][C:31]([CH2:34][C:35](=[O:39])[CH2:36][CH2:37][CH3:38])=[CH:30][C:29]=1[O:40][CH3:41].C(#N)C>>[F:1][C:2]1[CH:16]=[CH:15][C:5]2[C:6]([CH:9]3[CH2:10][CH2:11][N:12]([CH2:24][CH2:25][CH2:26][O:27][C:28]4[CH:33]=[CH:32][C:31]([CH2:34][C:35](=[O:39])[CH2:36][CH2:37][CH3:38])=[CH:30][C:29]=4[O:40][CH3:41])[CH2:13][CH2:14]3)=[N:7][O:8][C:4]=2[CH:3]=1 |f:1.2.3|. Reported procedure: A mixture of 6-fluoro-3-(4-piperidinyl)-1,2-benzisoxazole (2.2 g, 10 mmol), K2CO3 (3 g), 1-[4-(3-bromopropoxy)-3-methoxyphenyl]pentanone (3.7 g, 11.3 mmol acetonitrile (140 ml) was heated at reflux for 4 hours. At the end of the reaction, the mixture was cooled and filtered. The filtrate was concentrated to an oil. Purification was performed by flash chromatography over a silica gel column (SiO2, 55 g; eluted with 1% methanol in dichloromethane, 600 ml; 3% methanol: 97% dichloromethane, 400 ml).... Starting materials: CCCc1cc(C(=O)N2CC(CC)C2C(=O)NOCc2ccccc2)cc(OC)c1OC, [H][H]. The product is CCCc1cc(C(=O)N2CC(CC)C2C(=O)NO)cc(OC)c1OC. RXN SMILES: [CH2:1]([c:2]1[cH:3][cH:4][cH:5][cH:6][cH:7]1)[O:8][NH:9][C:10](=[O:11])[CH:12]1[N:13]([C:18]([c:19]2[cH:20][c:21]([O:30][CH3:31])[c:22]([O:28][CH3:29])[c:23]([CH2:25][CH2:26][CH3:27])[cH:24]2)=[O:32])[CH2:14][CH:15]1[CH2:16][CH3:17].[H:33][H:34]>>[OH:8][NH:9][C:10](=[O:11])[CH:12]1[N:13]([C:18]([c:19]2[cH:20][c:21]([O:30][CH3:31])[c:22]([O:28][CH3:29])[c:23]([CH2:25][CH2:26][CH3:27])[cH:24]2)=[O:32])[CH2:14][CH:15]1[CH2:16][CH3:17].